Dataset: the Open Reaction Database (ORD), a public repository of structured organic reaction records. Task: describe an organic reaction: reactants, conditions, products, and yield Reaction SMILES: [CH2:49]([Cl:50])[CH2:51][Cl:52].[CH3:77][CH2:78][O:79][C:80]([CH3:81])=[O:82].[CH:63]([N:64]([CH2:65][CH3:66])[CH:67]([CH3:68])[CH3:69])([CH3:70])[CH3:71].[NH:33]1[CH2:34][CH2:35][CH:36]([n:39]2[c:40](=[O:48])[nH:41][c:42]3[n:43][cH:44][cH:45][cH:46][c:47]23)[CH2:37][CH2:38]1.[O:1]1[CH2:2][CH2:3][N:4]([CH2:7][CH2:8][NH:9][c:10]2[c:11]([CH:17]3[S:18][CH:19]([CH2:29][C:30](=[O:31])[OH:32])[C:20](=[O:28])[N:21]3[CH2:22][CH2:23][C:24]([CH3:25])([CH3:26])[CH3:27])[cH:12][cH:13][cH:14][c:15]2[F:16])[CH2:5][CH2:6]1.[O:72]=[CH:73][N:74]([CH3:75])[CH3:76].[OH:53][n:54]1[c:55]2[c:56]([cH:57][cH:58][cH:59][cH:60]2)[n:61][n:62]1>>[O:1]1[CH2:2][CH2:3][N:4]([CH2:7][CH2:8][NH:9][c:10]2[c:11]([CH:17]3[S:18][CH:19]([CH2:29][C:30](=[O:32])[N:33]4[CH2:34][CH2:35][CH:36]([n:39]5[c:40](=[O:48])[nH:41][c:42]6[n:43][cH:44][cH:45][cH:46][c:47]56)[CH2:37][CH2:38]4)[C:20](=[O:28])[N:21]3[CH2:22][CH2:23][C:24]([CH3:25])([CH3:26])[CH3:27])[cH:12][cH:13][cH:14][c:15]2[F:16])[CH2:5][CH2:6]1. Product: CC(C)(C)CCN1C(=O)C(CC(=O)N2CCC(n3c(=O)[nH]c4ncccc43)CC2)SC1c1cccc(F)c1NCCN1CCOCC1. Reactants: ClCCCl, CCOC(C)=O, CCN(C(C)C)C(C)C, O=c1[nH]c2ncccc2n1C1CCNCC1, CC(C)(C)CCN1C(=O)C(CC(=O)O)SC1c1cccc(F)c1NCCN1CCOCC1, CN(C)C=O, On1nnc2ccccc21. Starting materials: [Br-], CCOCCl, CCCC[N+](CCCC)(CCCC)CCCC, COc1ccc(-c2nc(-c3ccc[nH]3)sc2-c2ccc(OC)cc2)cc1, [Na+], [OH-], O, c1ccccc1. The product is CCOCn1cccc1-c1nc(-c2ccc(OC)cc2)c(-c2ccc(OC)cc2)s1. As a reaction SMILES: [Br-:34].[CH2:1]([CH3:2])[O:3][CH2:4][Cl:5].[CH2:35]([N+:36]([CH2:37][CH2:38][CH2:39][CH3:40])([CH2:41][CH2:42][CH2:43][CH3:44])[CH2:45][CH2:46][CH2:47][CH3:48])[CH2:49][CH2:50][CH3:51].[CH3:8][O:9][c:10]1[cH:11][cH:12][c:13](-[c:16]2[n:17][c:18](-[c:29]3[nH:30][cH:31][cH:32][cH:33]3)[s:19][c:20]2-[c:21]2[cH:22][cH:23][c:24]([O:27][CH3:28])[cH:25][cH:26]2)[cH:14][cH:15]1.[Na+:7].[OH-:6].[OH2:58].[cH:52]1[cH:53][cH:54][cH:55][cH:56][cH:57]1>>[CH2:1]([CH3:2])[O:3][CH2:4][n:30]1[c:29](-[c:18]2[n:17][c:16](-[c:13]3[cH:12][cH:11][c:10]([O:9][CH3:8])[cH:15][cH:14]3)[c:20](-[c:21]3[cH:22][cH:23][c:24]([O:27][CH3:28])[cH:25][cH:26]3)[s:19]2)[cH:33][cH:32][cH:31]1. Reactants: CCOC(C)=O, CN1CCCC1=O, N#C[Cu], CC(C)(C)OC(=O)N1CCOC(c2ccc(N)c(Br)c2)C1. The product is CC(C)(C)OC(=O)N1CCOC(c2ccc(N)c(C#N)c2)C1. As a reaction SMILES: [CH3:25][CH2:26][O:27][C:28]([CH3:29])=[O:30].[CH3:31][N:32]1[CH2:33][CH2:34][CH2:35][C:36]1=[O:37].[Cu:22][C:23]#[N:24].[NH2:1][c:2]1[c:3]([Br:21])[cH:4][c:5]([CH:8]2[O:9][CH2:10][CH2:11][N:12]([C:14](=[O:15])[O:16][C:17]([CH3:18])([CH3:19])[CH3:20])[CH2:13]2)[cH:6][cH:7]1>>[NH2:1][c:2]1[c:3]([C:23]#[N:24])[cH:4][c:5]([CH:8]2[O:9][CH2:10][CH2:11][N:12]([C:14](=[O:15])[O:16][C:17]([CH3:18])([CH3:19])[CH3:20])[CH2:13]2)[cH:6][cH:7]1.